From a dataset of the Open Reaction Database (ORD), a public repository of structured organic reaction records. describe an organic reaction: reactants, conditions, products, and yield The reactants are C1(=CC=CC=C1)C=1N=C(OC1C1=CC=CC=C1)[C@H]1CCC(N1)=O ((5R)-5-(4,5-diphenyloxazol-2-yl)pyrrolidin-2-one), C(CCC)[Li] (butyllithium), C(C1=CC=CC=C1)OC(=O)Cl (benzyloxycarbonyl chloride). Run in O1CCCC1 (tetrahydrofuran). Conditions: time 1 hour. The product is C(C1=CC=CC=C1)OC(=O)N[C@H](CCCO)C=1OC(=C(N1)C1=CC=CC=C1)C1=CC=CC=C1 ((1R)-N-benzyloxycarbonyl-4-hydroxy-1-(4,5-diphenyloxazol-2-yl)butylamine). RXN SMILES: [C:1]1([C:7]2[N:8]=[C:9]([C@@H:18]3[NH:22][C:21](=[O:23])[CH2:20][CH2:19]3)[O:10][C:11]=2[C:12]2[CH:17]=[CH:16][CH:15]=[CH:14][CH:13]=2)[CH:6]=[CH:5][CH:4]=[CH:3][CH:2]=1.C([Li])CCC.[CH2:29]([O:36][C:37](Cl)=[O:38])[C:30]1[CH:35]=[CH:34][CH:33]=[CH:32][CH:31]=1>O1CCCC1>[CH2:29]([O:36][C:37]([NH:22][C@@H:18]([C:9]1[O:10][C:11]([C:12]2[CH:17]=[CH:16][CH:15]=[CH:14][CH:13]=2)=[C:7]([C:1]2[CH:2]=[CH:3][CH:4]=[CH:5][CH:6]=2)[N:8]=1)[CH2:19][CH2:20][CH2:21][OH:23])=[O:38])[C:30]1[CH:35]=[CH:34][CH:33]=[CH:32][CH:31]=1. Procedure details: To a solution of (5R)-5-(4,5-diphenyloxazol-2-yl)pyrrolidin-2-one (12 g) in tetrahydrofuran (THF) (200 ml) were added butyllithium (26 ml, 1.6N solution in hexane) and benzyloxycarbonyl chloride (6.8 ml) at −78° C. under N2. The mixture was stirred for 1 hour at the same temperature and partitioned between ethyl acetate and water. The organic layer was washed with 1N-HCl, water, sat. NaHCO3 and brine. The dried solvent was evaporated in vacuo, the residue was dissolved in THF (200 ml), and 1N-Na... Reactants: [Br-], CC(=O)CCC=C1CCCC1, C[Mg+], Cl. Yields the product CC(C)(O)CCC=C1CCCC1. RXN SMILES: [Br-:12].[C:1]1(=[CH:6][CH2:7][CH2:8][C:9]([CH3:10])=[O:11])[CH2:2][CH2:3][CH2:4][CH2:5]1.[CH3:13][Mg+:14].[ClH:15]>>[C:1]1(=[CH:6][CH2:7][CH2:8][C:9]([CH3:10])([OH:11])[CH3:13])[CH2:2][CH2:3][CH2:4][CH2:5]1. The reactants are FC1=C(C=CC=C1)[N+](=O)[O-] (o-fluoronitrobenzene), FC(CN)(F)F (2,2,2-trifluoroethylamine), ice H2O. Solvent: CS(=O)C (DMSO). Conditions: temperature 120 celsius. Product: FC(CNC1=C(C=CC=C1)[N+](=O)[O-])(F)F (N-(2,2,2-trifluoroethyl)-2-nitroaniline). The yield is 96.1%. RXN SMILES: F[C:2]1[CH:7]=[CH:6][CH:5]=[CH:4][C:3]=1[N+:8]([O-:10])=[O:9].[F:11][C:12]([F:16])([F:15])[CH2:13][NH2:14]>CS(C)=O>[F:11][C:12]([F:16])([F:15])[CH2:13][NH:14][C:2]1[CH:7]=[CH:6][CH:5]=[CH:4][C:3]=1[N+:8]([O-:10])=[O:9]. Procedure details: A mixture of o-fluoronitrobenzene (1) (7. 05 g, 50 mmol), 2,2,2-trifluoroethylamine (14.85 g, 3 eq.) and DMSO (20 ml) was heated at 120° C. in an autoclave for 24 hrs., then poured onto crushed ice/H2O. The resultant yellow-orange precipitate was collected by filtration, washed with H2O three times and air-dried to give 10.58 g (98% yield) of N-(2,2,2-trifluoroethyl)-2-nitroaniline (4): mp 84°-89° C.; MS m/e 220(m+); 1H NMR (DMSO-d6)δ4.38 (m, 2H), 6.84 (t, 1H, J=7.6 Hz), 7.32 (d, 1H, J=8.7 Hz), ...